This data is from the Open Reaction Database (ORD), a public repository of structured organic reaction records. The task is: describe an organic reaction: reactants, conditions, products, and yield Reactants: C(#N)C1=CC(=NC=C1)C1=CC(=NN1C=1C=NC(=CC1)OC)C(=O)N1CCCCC1 (1-[5-(4-Cyano-2-pyridyl)-1-(6-methoxy-3-pyridyl)pyrazole-3-carbonyl]piperidine), [OH-].[Na+] (sodium hydroxide), CO (methanol), resultant mixture. Run in O1CCCC1 (tetrahydrofuran). The product is COC1=CC=C(C=N1)N1N=C(C=C1C=1C=C(C(=O)O)C=CN1)C(=O)N1CCCCC1 (2-[1-(6-Methoxy-3-pyridyl)-3-(piperidine-1-carbonyl)pyrazol-5-yl]isonicotinic acid). Yield: 52.0%. Reaction SMILES: [C:1]([C:3]1[CH:8]=[CH:7][N:6]=[C:5]([C:9]2[N:13]([C:14]3[CH:15]=[N:16][C:17]([O:20][CH3:21])=[CH:18][CH:19]=3)[N:12]=[C:11]([C:22]([N:24]3[CH2:29][CH2:28][CH2:27][CH2:26][CH2:25]3)=[O:23])[CH:10]=2)[CH:4]=1)#N.[OH-:30].[Na+].C[OH:33]>O1CCCC1>[CH3:21][O:20][C:17]1[N:16]=[CH:15][C:14]([N:13]2[C:9]([C:5]3[CH:4]=[C:3]([CH:8]=[CH:7][N:6]=3)[C:1]([OH:33])=[O:30])=[CH:10][C:11]([C:22]([N:24]3[CH2:25][CH2:26][CH2:27][CH2:28][CH2:29]3)=[O:23])=[N:12]2)=[CH:19][CH:18]=1 |f:1.2|. Procedure details: To a solution of 1-[5-(4-cyano-2-pyridyl)-1-(6-methoxy-3-pyridyl)pyrazole-3-carbonyl]piperidine (0.418 g) obtained in Example 98 in a mixture of methanol (8.4 mL) and tetrahydrofuran (8.4 mL), 1N aqueous sodium hydroxide (5.38 mL) was added at room temperature. The resultant mixture was stirred at 80° C. for 7 hours, and then cooled in air. The reaction mixture was partitioned between water and chloroform. The aqueous layer was neutralized to pH 6 with 1N aqueous hydrochloric acid. Chloroform wa... Starting materials: CC(C)(C)c1ccc(S(=O)(=O)N(CC(=O)O)c2cccc3cnccc23)cc1, CCNCC. The product is CCN(CC)C(=O)CN(c1cccc2cnccc12)S(=O)(=O)c1ccc(C(C)(C)C)cc1. Reaction SMILES: [C:1]([CH3:2])([CH3:3])([CH3:4])[c:5]1[cH:6][cH:7][c:8]([S:11](=[O:12])(=[O:13])[N:14]([c:15]2[c:16]3[cH:17][cH:18][n:19][cH:20][c:21]3[cH:22][cH:23][cH:24]2)[CH2:25][C:26](=[O:27])[OH:28])[cH:9][cH:10]1.[CH2:29]([CH3:30])[NH:31][CH2:32][CH3:33]>>[C:1]([CH3:2])([CH3:3])([CH3:4])[c:5]1[cH:6][cH:7][c:8]([S:11](=[O:12])(=[O:13])[N:14]([c:15]2[c:16]3[cH:17][cH:18][n:19][cH:20][c:21]3[cH:22][cH:23][cH:24]2)[CH2:25][C:26](=[O:27])[N:31]([CH2:29][CH3:30])[CH2:32][CH3:33])[cH:9][cH:10]1. The reactants are Cc1ccccc1, CN(C)C=O, CC(CN(C)C)Oc1ccc(-c2n[nH]c3ncccc23)cc1, CCOC(=O)CCl, [H-], [Na+], O. The product is CCOC(=O)Cn1nc(-c2ccc(OC(C)CN(C)C)cc2)c2cccnc21. RXN SMILES: [CH3:37][c:38]1[cH:39][cH:40][cH:41][cH:42][cH:43]1.[CH3:3][N:4]([CH3:5])[CH:6]=[O:7].[CH3:8][CH:9]([CH2:10][N:11]([CH3:12])[CH3:13])[O:14][c:15]1[cH:16][cH:17][c:18](-[c:21]2[n:22][nH:23][c:24]3[n:25][cH:26][cH:27][cH:28][c:29]23)[cH:19][cH:20]1.[Cl:30][CH2:31][C:32](=[O:33])[O:34][CH2:35][CH3:36].[H-:1].[Na+:2].[OH2:44]>>[CH3:8][CH:9]([CH2:10][N:11]([CH3:12])[CH3:13])[O:14][c:15]1[cH:16][cH:17][c:18](-[c:21]2[n:22][n:23]([CH2:31][C:32](=[O:33])[O:34][CH2:35][CH3:36])[c:24]3[n:25][cH:26][cH:27][cH:28][c:29]23)[cH:19][cH:20]1. Starting materials: ClC1=CC=C2C=CC(=NC2=C1)C=CC=1C=C(OC(C(=O)N)C)C=CC1 ((+)-2-(3-(2-(7-Chloroquinolin-2-yl)ethenyl)phenoxy)propanoamide), C(C)#N (acetonitrile). Solvent: ClCCl (dichloromethane). The product is ClC1=CC=C2C=CC(=NC2=C1)C=CC=1C=C(OC(C#N)C)C=CC1 ((-)-2-(3-(2-(7-Chloroquinolin-2-yl)ethenyl)phenoxy)propanenitrile). Reaction SMILES: [Cl:1][C:2]1[CH:11]=[C:10]2[C:5]([CH:6]=[CH:7][C:8]([CH:12]=[CH:13][C:14]3[CH:15]=[C:16]([CH:23]=[CH:24][CH:25]=3)[O:17][CH:18]([CH3:22])[C:19]([NH2:21])=O)=[N:9]2)=[CH:4][CH:3]=1.C(#N)C>ClCCl>[Cl:1][C:2]1[CH:11]=[C:10]2[C:5]([CH:6]=[CH:7][C:8]([CH:12]=[CH:13][C:14]3[CH:15]=[C:16]([CH:23]=[CH:24][CH:25]=3)[O:17][CH:18]([CH3:22])[C:19]#[N:21])=[N:9]2)=[CH:4][CH:3]=1. Procedure details: Using (+)-2-(3-(2-(7-Chloroquinolin-2-yl)ethenyl)phenoxy)propanoamide from Example 75 in place of the (+)-enantiomer in example 76, gave the title compound, mp 147°-149° C. (ex acetonitrile), D -134.4° (c 0.98 in dichloromethane). As a reaction SMILES: [Cl:1][C:2]1[CH:3]=[N:4][C:5]2[N:6]([N:8]=[C:9]([C:11]([OH:13])=O)[CH:10]=2)[CH:7]=1.[CH3:14][N:15]([CH3:29])[C:16]([C:18]1[C:19]2[CH2:20][CH2:21][NH:22][CH:23]([CH3:28])[C:24]=2[CH:25]=[CH:26][CH:27]=1)=[O:17]>>[CH3:14][N:15]([CH3:29])[C:16]([C:18]1[C:19]2[CH2:20][CH2:21][N:22]([C:11]([C:9]3[CH:10]=[C:5]4[N:4]=[CH:3][C:2]([Cl:1])=[CH:7][N:6]4[N:8]=3)=[O:13])[CH:23]([CH3:28])[C:24]=2[CH:25]=[CH:26][CH:27]=1)=[O:17]. The reactants are ClC=1C=NC=2N(C1)N=C(C2)C(=O)O (6-chloro-pyrazolo[1,5-a]pyrimidine-2-carboxylic acid), CN(C(=O)C=1C=2CCNC(C2C=CC1)C)C (1-Methyl-1,2,3,4-tetrahydro-isoquinoline-5-carboxylic acid dimethylamide). Procedure: In close analogy to the procedure described in Example 1, 6-chloro-pyrazolo[1,5-a]pyrimidine-2-carboxylic acid is reacted with 1-Methyl-1,2,3,4-tetrahydro-isoquinoline-5-carboxylic acid dimethylamide to provide the title compound in moderate yield. Yields the product CN(C(=O)C=1C=2CCN(C(C2C=CC1)C)C(=O)C1=NN2C(N=CC(=C2)Cl)=C1)C (2-(6-Chloro-pyrazolo[1,5-a]pyrimidine-2-carbonyl)-1-methyl-1,2,3,4-tetrahydro-isoquinoline-5-carboxylic acid dimethylamide).